Dataset: the Open Reaction Database (ORD), a public repository of structured organic reaction records. Task: describe an organic reaction: reactants, conditions, products, and yield Starting materials: CC1(OCC2=C1C=NC(=C2OCC2=CC=CC=C2)CCl)CCCC (1,3-dihydro-3-methyl-3-n-butyl-6-chloromethyl-7-benzoxy-furo-(3,4-c)-pyridine), CNC (dimethylamine). Run in C1=CC=CC=C1 (benzene). Yields the product CC1(OCC2=C1C=NC(=C2O)CN(C)C)CCCC (1,3-dihydro-3-methyl-3-n-butyl-6-dimethylaminomethyl-7-hydroxy-furo-(3,4-c)-pyridine). The yield is 48.0%. RXN SMILES: [CH3:1][C:2]1([CH2:21][CH2:22][CH2:23][CH3:24])[C:6]2[CH:7]=[N:8][C:9]([CH2:19]Cl)=[C:10]([O:11]CC3C=CC=CC=3)[C:5]=2[CH2:4][O:3]1.[CH3:25][NH:26][CH3:27]>C1C=CC=CC=1>[CH3:1][C:2]1([CH2:21][CH2:22][CH2:23][CH3:24])[C:6]2[CH:7]=[N:8][C:9]([CH2:19][N:26]([CH3:27])[CH3:25])=[C:10]([OH:11])[C:5]=2[CH2:4][O:3]1. Procedure: The method of example 1 was repeated, but starting with 1,3-dihydro-3-methyl-3-n-butyl-6-chloromethyl-7-benzoxy-furo-(3,4-c)-pyridine and dimethylamine dissolved in benzene. Yield 48% of an oily product, elemental analysis of which showed a good correspondence with the formula C14H22N2O2.HCl. Starting materials: ONC(=N)N1CCC(CC1)C1CC=2C(=CN=C(C2)C2=CC=C(C=C2)CS(=O)(=O)C)O1 (N-hydroxy-4-[5-(4-methanesulfonylmethyl-phenyl)-2,3-dihydro-furo[2,3-c]pyridin-2-yl]-piperidine-1-carboxamidine), C(CCC)(=O)Cl (butyryl chloride). Yields the product CS(=O)(=O)CC1=CC=C(C=C1)C=1C=C2C(=CN1)OC(C2)C2CCN(CC2)C2=NOC(=N2)CCC (5-(4-Methanesulfonylmethyl-phenyl)-2-[1-(5-propyl-[1,2,4]oxadiazol-3-yl)-piperidin-4-yl]-2,3-dihydro-furo[2,3-c]pyridine). Reaction SMILES: [OH:1][NH:2][C:3]([N:5]1[CH2:10][CH2:9][CH:8]([CH:11]2[O:30][C:14]3=[CH:15][N:16]=[C:17]([C:19]4[CH:24]=[CH:23][C:22]([CH2:25][S:26]([CH3:29])(=[O:28])=[O:27])=[CH:21][CH:20]=4)[CH:18]=[C:13]3[CH2:12]2)[CH2:7][CH2:6]1)=[NH:4].[C:31](Cl)(=O)[CH2:32][CH2:33][CH3:34]>>[CH3:29][S:26]([CH2:25][C:22]1[CH:23]=[CH:24][C:19]([C:17]2[CH:18]=[C:13]3[CH2:12][CH:11]([CH:8]4[CH2:9][CH2:10][N:5]([C:3]5[N:4]=[C:31]([CH2:32][CH2:33][CH3:34])[O:1][N:2]=5)[CH2:6][CH2:7]4)[O:30][C:14]3=[CH:15][N:16]=2)=[CH:20][CH:21]=1)(=[O:28])=[O:27]. Reported procedure: The title compound is prepared from N-hydroxy-4-[5-(4-methanesulfonylmethyl-phenyl)-2,3-dihydro-furo[2,3-c]pyridin-2-yl]-piperidine-1-carboxamidine and butyryl chloride following a procedure analogous to that described in Example 8. LC (method 6): tR=1.52 min; Mass spectrum (ESI+): m/z=483 [M+H]+. Reactants: C(C)OC(=O)[C@H]1O[C@@H]1C(N[C@H](C(=O)NCC=1N=NN(C1)C1=C(C=C(C=C1C)C)C)CC=1N=CSC1)=O ((2S,3S)-ethyl-3-((S)-1-((1-mesityl-1H-1,2,3-triazol-4-yl)methylamino)-1-oxo-3-(thiazol-4-yl)propan-2-ylcarbamoyl)oxirane-2-carboxylate), [Li+].[OH-] (LiOH). Product: C1(=C(C(=CC(=C1)C)C)N1N=NC(=C1)CNC([C@H](CC=1N=CSC1)NC(=O)[C@@H]1[C@H](O1)C(=O)O)=O)C ((2S,3S)-3-((S)-1-((1-mesityl-1H-1,2,3-triazol-4-yl)methylamino)-1-oxo-3-(thiazol-4-yl)propan-2-ylcarbamoyl)oxirane-2-carboxylic acid). Isolated yield 61.9%. As a reaction SMILES: C([O:3][C:4]([C@@H:6]1[C@@H:8]([C:9](=[O:36])[NH:10][C@@H:11]([CH2:30][C:31]2[N:32]=[CH:33][S:34][CH:35]=2)[C:12]([NH:14][CH2:15][C:16]2[N:17]=[N:18][N:19]([C:21]3[C:26]([CH3:27])=[CH:25][C:24]([CH3:28])=[CH:23][C:22]=3[CH3:29])[CH:20]=2)=[O:13])[O:7]1)=[O:5])C.[Li+].[OH-]>>[C:22]1([CH3:29])[CH:23]=[C:24]([CH3:28])[CH:25]=[C:26]([CH3:27])[C:21]=1[N:19]1[CH:20]=[C:16]([CH2:15][NH:14][C:12](=[O:13])[C@@H:11]([NH:10][C:9]([C@H:8]2[O:7][C@@H:6]2[C:4]([OH:5])=[O:3])=[O:36])[CH2:30][C:31]2[N:32]=[CH:33][S:34][CH:35]=2)[N:17]=[N:18]1 |f:1.2|. Procedure details: Followed general procedure using: the corresponding peptidomimetic epoxide ethyl ester 47 (24 mg, 0.05 mmol); LiOH (1.1 mg, 0.05 mmol); after extraction afforded the desired product as a white solid (15 mg, 66.1%). 1H NMR (DMSO-d6, 400 MHz): δ 8.98-8.97 (d, 1H, J=1.87 Hz); 8.72-8.70 (t, 1H, J=11.2 Hz); 8.55-8.53 (d, 1H, J=8.23 Hz); 7.93 (s, 1H): 7.34 (s, 1H); 7.08 (s, 1H); 4.68-4.63 (m, 1H); 4.42-4.40 (d, 2H, J=5.50 Hz); 3.61-3.50 (m, 4H); 2.32 (s, 3H); 1.86 (s, 6H). 13C NMR (DMSO-d6, 100 MHz): ... Reactants: O (water), BrCCC1=CC=CC=C1 ((2-Bromoethyl)benzene), N1C=NC=C1 (imidazole), C([O-])(O)=O.[Na+] (sodium bicarbonate). The solvent is CO (methanol). Conditions: time 24 hour. Yields the product C1(=CC=CC=C1)CCN1C=NC=C1 (1-(2-phenylethyl)imidazole). As a reaction SMILES: Br[CH2:2][CH2:3][C:4]1[CH:9]=[CH:8][CH:7]=[CH:6][CH:5]=1.[NH:10]1[CH:14]=[CH:13][N:12]=[CH:11]1.C(=O)(O)[O-].[Na+].O>CO>[C:4]1([CH2:3][CH2:2][N:10]2[CH:14]=[CH:13][N:12]=[CH:11]2)[CH:9]=[CH:8][CH:7]=[CH:6][CH:5]=1 |f:2.3|. Reported procedure: (2-Bromoethyl)benzene (41.62 g, 0.225 mol) was added dropwise to a stirred mixture of imidazole (13.6 g, 0.2 mol) and sodium bicarbonate (16.8 g, 0.2 mol) in methanol (100 ml). Following the addition, the reaction mixture was stirred at ambient temperature for 24 h, and then stirred and heated under reflux for 6 h. After concentration of the reaction mixture under reduced pressure, the residue was treated with water (100 ml), and this mixture was extracted with chloroform (3×75 ml). The combined... The reactants are N1C(=CC=C1)C=O (1H-pyrrole-2-carbaldehyde), ClCC1=CC=C(C=C1)OC (1-(chloromethyl)-4-methoxybenzene), C(=O)([O-])[O-].[K+].[K+] (K2CO3). Solvent: C(C)(=O)OCC (ethyl acetate), CN(C)C=O (DMF). Run at time 16 hour. The product is COC1=CC=C(CN2C(=CC=C2)C=O)C=C1 (1-(4-methoxybenzyl)-1H-pyrrole-2-carbaldehyde). Yield: 110.4%. Reaction SMILES: [NH:1]1[CH:5]=[CH:4][CH:3]=[C:2]1[CH:6]=[O:7].Cl[CH2:9][C:10]1[CH:15]=[CH:14][C:13]([O:16][CH3:17])=[CH:12][CH:11]=1.C([O-])([O-])=O.[K+].[K+]>CN(C=O)C.C(OCC)(=O)C>[CH3:17][O:16][C:13]1[CH:14]=[CH:15][C:10]([CH2:9][N:1]2[CH:5]=[CH:4][CH:3]=[C:2]2[CH:6]=[O:7])=[CH:11][CH:12]=1 |f:2.3.4|. Reported procedure: To a solution of 1H-pyrrole-2-carbaldehyde (0.58 g, 6.1 mmol) and 1-(chloromethyl)-4-methoxybenzene (1.0 mL, 7.3 mmol) in DMF (15 mL) was added K2CO3 (3.4 g, 24.5 mmol). After stirring 16 hr at room temperature, the mixture was diluted with ethyl acetate (200 mL) and washed with H2O (2×100 mL) then brine (100 mL). The organic layer was dried (MgSO4), filtered and then concentrated to provide 1.45 g (˜100%) of crude 1-(4-methoxybenzyl)-1H-pyrrole-2-carbaldehyde. This material was used without fur...